Dataset: the Open Reaction Database (ORD), a public repository of structured organic reaction records. Task: describe an organic reaction: reactants, conditions, products, and yield Reported procedure: 344 mg of t-butyl α-[6(R)-amino-5-oxo-3(S)-(2-thienyl)perhydro-1,4-thiazepin-4-yl]acetate [prepared as described in step (g) above] were subjected to N-alkylation with 406 mg of ethyl 2-bromo-4-phenylbutyrate in the manner described in Example 1(h). The reaction product was subjected to silica gel column chromatography using a 1:20 by volume mixture of ethyl acetate and methylene chloride as eluent, which separated the compound into two isomers, A and B, (ascribed to the asymmetric carbon atom t... Solvent: C(C)(=O)OCC (ethyl acetate), C(Cl)Cl (methylene chloride). Reaction SMILES: [NH2:1][C@H:2]1[CH2:8][S:7][CH2:6][C@@H:5]([C:9]2[S:10][CH:11]=[CH:12][CH:13]=2)[N:4]([CH2:14][C:15]([O:17][C:18]([CH3:21])([CH3:20])[CH3:19])=[O:16])[C:3]1=[O:22].Br[CH:24]([CH2:30][CH2:31][C:32]1[CH:37]=[CH:36][CH:35]=[CH:34][CH:33]=1)[C:25]([O:27][CH2:28][CH3:29])=[O:26]>C(OCC)(=O)C.C(Cl)Cl>[CH2:28]([O:27][C:25]([CH:24]([NH:1][C@H:2]1[CH2:8][S:7][CH2:6][C@@H:5]([C:9]2[S:10][CH:11]=[CH:12][CH:13]=2)[N:4]([CH2:14][C:15]([O:17][C:18]([CH3:19])([CH3:21])[CH3:20])=[O:16])[C:3]1=[O:22])[CH2:30][CH2:31][C:32]1[CH:33]=[CH:34][CH:35]=[CH:36][CH:37]=1)=[O:26])[CH3:29]. The reactants are N[C@@H]1C(N([C@@H](CSC1)C=1SC=CC1)CC(=O)OC(C)(C)C)=O (t-butyl α-[6(R)-amino-5-oxo-3(S)-(2-thienyl)perhydro-1,4-thiazepin-4-yl]acetate), BrC(C(=O)OCC)CCC1=CC=CC=C1 (ethyl 2-bromo-4-phenylbutyrate). The product is C(C)OC(=O)C(CCC1=CC=CC=C1)N[C@@H]1C(N([C@@H](CSC1)C=1SC=CC1)CC(=O)OC(C)(C)C)=O (t-Butyl α-{6(R)-[1-ethoxycarbonyl-3-phenylpropylamino]-5-oxo-3(S)-(2-thienyl)perhydro-1,4-thiazepin-4-yl}acetate).